From a dataset of the Open Reaction Database (ORD), a public repository of structured organic reaction records. describe an organic reaction: reactants, conditions, products, and yield Starting materials: O.C1(=CC(O)=CC(C)=C1)O (orcinol monohydrate), ClC1=C(C(=NN1C)C)S(=O)(=O)Cl (5-chloro-1,3-dimethylpyrazole-4-sulfonyl chloride), O1CCCC1 (tetrahydrofuran). The solvent is C(C)OCC (diethyl ether), C([O-])(O)=O.[Na+] (sodium bicarbonate). Run at temperature 70 celsius, time 8 hour. Product: ClC1=C(C(=NN1C)C)S(=O)(=O)OC=1C=C(C=C(C1)C)O (3-(5-Chloro-1,3-Dimethylpyrazole-4-sulfonyloxy)-5-methylphenol). The yield is 39.1%. As a reaction SMILES: O.[C:2]1([OH:10])[CH:9]=[C:7]([CH3:8])[CH:6]=[C:4]([OH:5])[CH:3]=1.[Cl:11][C:12]1[N:16]([CH3:17])[N:15]=[C:14]([CH3:18])[C:13]=1[S:19](Cl)(=[O:21])=[O:20].O1CCCC1>C(OCC)C.C(=O)(O)[O-].[Na+]>[Cl:11][C:12]1[N:16]([CH3:17])[N:15]=[C:14]([CH3:18])[C:13]=1[S:19]([O:5][C:4]1[CH:3]=[C:2]([OH:10])[CH:9]=[C:7]([CH3:8])[CH:6]=1)(=[O:20])=[O:21] |f:0.1,5.6|. Reported procedure: A mixture of orcinol monohydrate (650 mg, 4.58 mmol) and 1.03 g (4.50 mmol) of 5-chloro-1,3-dimethylpyrazole-4-sulfonyl chloride in diethyl ether (20 mL) and saturated aqueous sodium bicarbonate (20 mL) was stirred overnight. To the reaction mixture was added 15 mL of tetrahydrofuran, and the reaction mixture was heated to 50° C. for 1 h and at 70° C. for 1 h. The reaction mixture was cooled to room temperature, extracted into ethyl acetate, dried (MgSO4), and purified by flash chromatography (d... The reactants are CC#N, O, OO, O=S(=O)(O)O, O=c1c2ccccc2sc2ccc(Sc3ccccc3)cc12. Product: O=c1c2ccccc2sc2ccc(S(=O)c3ccccc3)cc12. As a reaction SMILES: [CH3:23][C:24]#[N:25].[OH2:33].[OH:31][OH:32].[S:26]([OH:27])(=[O:28])(=[O:29])[OH:30].[c:1]1([S:7][c:8]2[cH:9][c:10]3[c:11](=[O:22])[c:12]4[cH:13][cH:14][cH:15][cH:16][c:17]4[s:18][c:19]3[cH:20][cH:21]2)[cH:2][cH:3][cH:4][cH:5][cH:6]1>>[c:1]1([S:7]([c:8]2[cH:9][c:10]3[c:11](=[O:22])[c:12]4[cH:13][cH:14][cH:15][cH:16][c:17]4[s:18][c:19]3[cH:20][cH:21]2)=[O:27])[cH:2][cH:3][cH:4][cH:5][cH:6]1. Starting materials: [OH-].[Na+] (NaOH), SC1=NC=CC=N1 (2-mercapto-pyrimidine), FC1=C(CBr)C(=C(C(=C1F)F)F)F (2,3,4,5,6-pentafluorobenzyl bromide). Run in C(C)O (ethanol). Conditions: time 45 minute. The product is FC1=C(CSC2=NC=CC=N2)C(=C(C(=C1F)F)F)F (2-(2,3,4,5,6-Pentafluorobenzylthio)pyrimidine). Reaction SMILES: [SH:1][C:2]1[N:7]=[CH:6][CH:5]=[CH:4][N:3]=1.[OH-].[Na+].[F:10][C:11]1[C:18]([F:19])=[C:17]([F:20])[C:16]([F:21])=[C:15]([F:22])[C:12]=1[CH2:13]Br>C(O)C>[F:10][C:11]1[C:18]([F:19])=[C:17]([F:20])[C:16]([F:21])=[C:15]([F:22])[C:12]=1[CH2:13][S:1][C:2]1[N:7]=[CH:6][CH:5]=[CH:4][N:3]=1 |f:1.2|. Procedure: To a mixture of 0.47 g of 2-mercapto-pyrimidine in 15 ml 95% ethanol was added 0.18 g of NaOH. The mixture was stirred 45 min. until an amber solution resulted; then 1 g of 2,3,4,5,6-pentafluorobenzyl bromide was added. The adduct precipitated within five minutes. Stirring continued for one hour. Filtration of the mixture yielded 0.26 g, mp 89°-92° C. Reactants: ClC1=CC=C(C=C1)\C(\C1=CC=C(C=C1)S(=O)(=O)C)=C\1/C(N(CC1)CCC(=O)OCC)=O (ethyl (Z)-3-[3-[1-(4-chlorophenyl)-1-[4-(methylsulphonyl)phenyl]methylene]-2-oxo-pyrrolidin-1-yl]propanoate), [OH-].[Na+] (sodium hydroxide). Solvent: C(C)O (ethanol), O (water). Run at temperature 50 celsius. Product: ClC1=CC=C(C=C1)\C(\C1=CC=C(C=C1)S(=O)(=O)C)=C\1/C(N(CC1)CCC(=O)O)=O ((Z)-3-[3-[1-(4-chlorophenyl)-1-[4-(methylsulphonyl)phenyl]methylene]-2-oxo-pyrrolidin-1-yl]propanoic acid). Isolated yield 81.9%. Reaction SMILES: [Cl:1][C:2]1[CH:7]=[CH:6][C:5](/[C:8](=[C:19]2\[C:20](=[O:31])[N:21]([CH2:24][CH2:25][C:26]([O:28]CC)=[O:27])[CH2:22][CH2:23]\2)/[C:9]2[CH:14]=[CH:13][C:12]([S:15]([CH3:18])(=[O:17])=[O:16])=[CH:11][CH:10]=2)=[CH:4][CH:3]=1.[OH-].[Na+]>C(O)C.O>[Cl:1][C:2]1[CH:3]=[CH:4][C:5](/[C:8](=[C:19]2\[C:20](=[O:31])[N:21]([CH2:24][CH2:25][C:26]([OH:28])=[O:27])[CH2:22][CH2:23]\2)/[C:9]2[CH:10]=[CH:11][C:12]([S:15]([CH3:18])(=[O:16])=[O:17])=[CH:13][CH:14]=2)=[CH:6][CH:7]=1 |f:1.2|. Reported procedure: 1 g (0.0045 mole) of ethyl (Z)-3-[3-[1-(4-chlorophenyl)-1-[4-(methylsulphonyl)phenyl]methylene]-2-oxo-pyrrolidin-1-yl]propanoate are placed in a solution in a mixture of 15 ml of ethanol and 20 ml of water and treated with 0.28 g (1.5 eq.) of sodium hydroxide. The medium is heated at 50° C. for 4 h. The ethanol was evaporated off and the aqueous phase is then extracted with ethyl acetate, acidified with a dilute hydrochloric acid solution, and extracted with dichloromethane. The organic phase is... Reactants: CN1CCOCC1 (N-methylmorpholine), Cl (hydrochloric acid), CN(CCN)C (N,N-dimethylethylenediamine), C(C)(=O)C1=C(C(=C(OCCCCC(C(=O)O)=S=O)C=C1)CC=C)O (3-[3-(4-acetyl-2-allyl-3-hydroxyphenoxy)-propyl]-sulphinylpropionic acid), ClC(=O)OCC(C)C (isobutyl chloroformate). Run in ClCCl (dichloromethane), ClCCl (dichloromethane), O1CCCC1 (tetrahydrofuran), ClCCl (dichloromethane), O (water). Run at temperature -10 celsius, time 15 minute. The product is CN(CCNC(C(CCCCOC1=C(C(=C(C=C1)C(C)=O)O)CC=C)=S=O)=O)C (3-[3-(4-Acetyl-2-allyl-3-hydroxyphenoxy)-propyl]-sulphinylpropionic acid (2-dimethylaminoethyl)-amide). RXN SMILES: CN1CCOCC1.[C:8]([C:11]1[CH:27]=[CH:26][C:14]([O:15][CH2:16][CH2:17][CH2:18][CH2:19][C:20](=[S:24]=[O:25])[C:21]([OH:23])=O)=[C:13]([CH2:28][CH:29]=[CH2:30])[C:12]=1[OH:31])(=[O:10])[CH3:9].ClC(OCC(C)C)=O.[CH3:40][N:41]([CH3:45])[CH2:42][CH2:43][NH2:44].Cl>O.ClCCl.O1CCCC1>[CH3:40][N:41]([CH3:45])[CH2:42][CH2:43][NH:44][C:21](=[O:23])[C:20](=[S:24]=[O:25])[CH2:19][CH2:18][CH2:17][CH2:16][O:15][C:14]1[CH:26]=[CH:27][C:11]([C:8](=[O:10])[CH3:9])=[C:12]([OH:31])[C:13]=1[CH2:28][CH:29]=[CH2:30]. Procedure details: 0.31 g. (3 mmol) N-methylmorpholine is added to a suspension of 1.06 g. (3 mmol) 3-[3-(4-acetyl-2-allyl-3-hydroxyphenoxy)-propyl]-sulphinylpropionic acid in 20 ml. dichloromethane and 10 ml. tetrahydrofuran, the reaction mixture is cooled to -10° C. and, at this temperature, 0.43 g. (3 mmol) isobutyl chloroformate, dissolved in 5 ml. dichloromethane, is added dropwise thereto. Subsequently, the reaction mixture is stirred for 15 minutes at -10° C. and then 0.26 g. (3 mmol) N,N-dimethylethylenedi... Reactants: FC1=C(C(=CC=C1)F)C1=NC2=C(C=CC=C2C=N1)OC (2-(2,6-difluorophenyl)-8-methoxyquinazoline), B(Br)(Br)Br (BBr3). Solvent: C(Cl)Cl (methylene chloride). Reaction conditions: time 8 hour. Yields the product FC1=C(C(=CC=C1)F)C1=NC2=C(C=CC=C2C=N1)O (2-(2,6-difluorophenyl)quinazolin-8-ol). The yield is 94.0%. As a reaction SMILES: [F:1][C:2]1[CH:7]=[CH:6][CH:5]=[C:4]([F:8])[C:3]=1[C:9]1[N:18]=[CH:17][C:16]2[C:11](=[C:12]([O:19]C)[CH:13]=[CH:14][CH:15]=2)[N:10]=1.B(Br)(Br)Br>C(Cl)Cl>[F:1][C:2]1[CH:7]=[CH:6][CH:5]=[C:4]([F:8])[C:3]=1[C:9]1[N:18]=[CH:17][C:16]2[C:11](=[C:12]([OH:19])[CH:13]=[CH:14][CH:15]=2)[N:10]=1. Procedure details: To a solution of the 2-(2,6-difluorophenyl)-8-methoxyquinazoline (1.0 eq) in methylene chloride (0.23M) was added BBr3 (2.0 eq) at room temperature. The reaction mixture was stirred overnight. The solvents were removed under reduced pressure. The residue was dissolved in ethyl acetate (150 mL), and washed with NaHCO3, brine, then dried over MgSO4, filtered, and evaporated under reduced pressure to give crude product, which was purified by column (ethyl acetate:hexanes=1:2) to yield 2-(2,6-difluo... Reactants: S(=O)(=O)(Cl)Cl (sulfuryl chloride), CSC1=CC=C(C=C1)O (4-methylmercaptophenol), S(O)(O)(=O)=O (sulfuric acid), C(C)(=O)OC(C)=O (acetic anhydride), OO (hydrogen peroxide), [OH-].[Na+] (sodium hydroxide), O (water). The reagents and catalysts are [O-][Mo](=O)(=O)[O-].[Na+].[Na+] (sodium molybdate). Run in C(CCl)Cl (ethylene chloride). Conditions: temperature 0 celsius, time 10 minute. Product: ClCS(=O)(=O)C1=CC=C(C=C1)O (4-chloromethylsulfonylphenol). Yield: 81.0%. As a reaction SMILES: S(Cl)([Cl:4])(=O)=O.[CH3:6][S:7][C:8]1[CH:13]=[CH:12][C:11]([OH:14])=[CH:10][CH:9]=1.S(=O)(=O)(O)O.C(OC(=O)C)(=O)C.OO.[OH-:29].[Na+].[OH2:31]>[O-][Mo]([O-])(=O)=O.[Na+].[Na+].C(Cl)CCl>[Cl:4][CH2:6][S:7]([C:8]1[CH:13]=[CH:12][C:11]([OH:14])=[CH:10][CH:9]=1)(=[O:31])=[O:29] |f:5.6,8.9.10|. Reported procedure: 150 g (about 1.1 moles) of sulfuryl chloride were added dropwise, at 20° to 25° C, to a mixture of 140 g (1 mole) of 4-methylmercaptophenol, 880 g of ethylene chloride, 0.5 ml of concentrated sulfuric acid and 112 g (1.1 moles) of acetic anhydride. The mixture was stirred for a further hour at 40° to 45° C and a vigorous stream of air was then blown through the reaction solution for 10 minutes. After adding 0.5 g of sodium molybdate, 145 g of 50% strength hydrogen peroxide were added dropwise at...